Task: describe an organic reaction: reactants, conditions, products, and yield. Dataset: the Open Reaction Database (ORD), a public repository of structured organic reaction records Starting materials: CCOC(C)=O, CO, ClCCl, C=[N+]=[N-], O=C(c1ccco1)c1ccc2n1CCC2C(=O)O. The product is COC(=O)C1CCn2c(C(=O)c3ccco3)ccc21. As a reaction SMILES: [C:27]([O:28][CH2:29][CH3:30])(=[O:31])[CH3:32].[CH3:25][OH:26].[Cl:19][CH2:20][Cl:21].[N+:22](=[CH2:23])=[N-:24].[o:1]1[c:2]([C:6](=[O:7])[c:8]2[cH:9][cH:10][c:11]3[n:12]2[CH2:13][CH2:14][CH:15]3[C:16](=[O:17])[OH:18])[cH:3][cH:4][cH:5]1>>[o:1]1[c:2]([C:6](=[O:7])[c:8]2[cH:9][cH:10][c:11]3[n:12]2[CH2:13][CH2:14][CH:15]3[C:16](=[O:17])[O:18][CH3:20])[cH:3][cH:4][cH:5]1. Procedure: A mixture of 4-{[(1-cyano-4-hydroxy-7-phenoxy-isoquinoline-3-carbonyl)-amino]-methyl}-1-oxo-hexahydro-1λ4-thiopyran-4-carboxylic acid tert-butyl ester (23 mg), TFA (5 mL) and DCM (5 mL) was stirred at rt overnight; then concentrated, the residue was treated with water and added 2 M HCl solution, solids were collected via filtration, washed with water and air dried to give the desired product (20 mg). LC MS ESI+: 480 (M+1)+. The reactants are C(C)(C)(C)OC(=O)C1(CCS(CC1)=O)CNC(=O)C=1N=C(C2=CC(=CC=C2C1O)OC1=CC=CC=C1)C#N (4-{[(1-cyano-4-hydroxy-7-phenoxy-isoquinoline-3-carbonyl)-amino]-methyl}-1-oxo-hexahydro-1λ4-thiopyran-4-carboxylic acid tert-butyl ester), C(=O)(C(F)(F)F)O (TFA). RXN SMILES: C([O:5][C:6]([C:8]1([CH2:15][NH:16][C:17]([C:19]2[N:20]=[C:21]([C:37]#[N:38])[C:22]3[C:27]([C:28]=2[OH:29])=[CH:26][CH:25]=[C:24]([O:30][C:31]2[CH:36]=[CH:35][CH:34]=[CH:33][CH:32]=2)[CH:23]=3)=[O:18])[CH2:13][CH2:12][S:11](=[O:14])[CH2:10][CH2:9]1)=[O:7])(C)(C)C.C(O)(C(F)(F)F)=O>C(Cl)Cl>[C:37]([C:21]1[C:22]2[C:27](=[CH:26][CH:25]=[C:24]([O:30][C:31]3[CH:36]=[CH:35][CH:34]=[CH:33][CH:32]=3)[CH:23]=2)[C:28]([OH:29])=[C:19]([C:17]([NH:16][CH2:15][C:8]2([C:6]([OH:7])=[O:5])[CH2:9][CH2:10][S:11](=[O:14])[CH2:12][CH2:13]2)=[O:18])[N:20]=1)#[N:38]. Solvent: C(Cl)Cl (DCM). Run at time 8 hour. Yields the product C(#N)C1=NC(=C(C2=CC=C(C=C12)OC1=CC=CC=C1)O)C(=O)NCC1(CCS(CC1)=O)C(=O)O (4-{[(1-Cyano-4-hydroxy-7-phenoxy-isoquinoline-3-carbonyl)-amino]-methyl}-1-oxo-hexahydro-1λ4-thiopyran-4-carboxylic acid). Isolated yield 97.1%. Product: COC(=O)C1=NC=C(N=C1)OCC=1C(=NOC1C)C1=CC=CC=C1 (5-(5-Methyl-3-phenyl-isoxazol-4-ylmethoxy)-pyrazine-2-carboxylic acid methyl ester). Reactants: CC1=C(C(=NO1)C1=CC=CC=C1)CO ((5-methyl-3-phenyl-isoxazol-4-yl)-methanol), [H-].[Na+] (sodium hydride), O (Water), ClC=1N=CC(=NC1)C(=O)OC (Methyl 5-chloropyrazine-2-carboxylate). The solvent is C1CCOC1 (THF). Conditions: time 30 minute. Procedure: To a solution of (5-methyl-3-phenyl-isoxazol-4-yl)-methanol (1.24 g, 6.55 mmol) in THF (12 mL) was added sodium hydride (55% dispersion in mineral oil, 0.31 g, 7.2 mmol) at 0° C. The reaction mixture was stirred for 30 min while it was allowed to warm up to room temperature. Methyl 5-chloropyrazine-2-carboxylate (1.36 g, 7.86 mmol) was added and stirring was continued for 2 h. Water (10 mL) was added and the mixture was extracted with ethyl acetate (40 mL). The combined organic layers were washe... Reaction SMILES: [CH3:1][C:2]1[O:6][N:5]=[C:4]([C:7]2[CH:12]=[CH:11][CH:10]=[CH:9][CH:8]=2)[C:3]=1[CH2:13][OH:14].[H-].[Na+].Cl[C:18]1[N:19]=[CH:20][C:21]([C:24]([O:26][CH3:27])=[O:25])=[N:22][CH:23]=1.O>C1COCC1>[CH3:27][O:26][C:24]([C:21]1[CH:20]=[N:19][C:18]([O:14][CH2:13][C:3]2[C:4]([C:7]3[CH:12]=[CH:11][CH:10]=[CH:9][CH:8]=3)=[N:5][O:6][C:2]=2[CH3:1])=[CH:23][N:22]=1)=[O:25] |f:1.2|. The reactants are COCC1CCCN1C(=O)CCC(NC(=O)OC(C)(C)C)C(=O)O, ClCCCl, ClCCl, NC(=O)C1CCCN1, O, On1nnc2ccccc21. The product is COCC1CCCN1C(=O)CCC(NC(=O)OC(C)(C)C)C(=O)N1CCCC1C(N)=O. Reaction SMILES: [C:1]([CH3:2])([CH3:3])([CH3:4])[O:5][C:6](=[O:7])[NH:8][CH:9]([C:10](=[O:11])[OH:12])[CH2:13][CH2:14][C:15](=[O:16])[N:17]1[CH:18]([CH2:22][O:23][CH3:24])[CH2:19][CH2:20][CH2:21]1.[CH2:44]([Cl:45])[CH2:46][Cl:47].[Cl:48][CH2:49][Cl:50].[NH2:25][C:26](=[O:27])[CH:28]1[CH2:29][CH2:30][CH2:31][NH:32]1.[OH2:43].[OH:33][n:34]1[c:35]2[c:36]([cH:37][cH:38][cH:39][cH:40]2)[n:41][n:42]1>>[C:1]([CH3:2])([CH3:3])([CH3:4])[O:5][C:6](=[O:7])[NH:8][CH:9]([C:10](=[O:12])[N:32]1[CH:28]([C:26]([NH2:25])=[O:27])[CH2:29][CH2:30][CH2:31]1)[CH2:13][CH2:14][C:15](=[O:16])[N:17]1[CH:18]([CH2:22][O:23][CH3:24])[CH2:19][CH2:20][CH2:21]1. Reactants: BrC1=CC(NC=C1)=O (4-bromopyridin-2(1H)-one), BrC(C(=O)OCC)CC1=CC=CC=C1 (ethyl 2-bromo-3-phenylpropanoate), [H-].[Na+] (sodium hydride), [Br-].[Li+] (lithium bromide). Reaction conditions: temperature 65 celsius, time 1.5 hour. The product is BrC1=CC(N(C=C1)C(C(=O)OCC)CC1=CC=CC=C1)=O (Ethyl 2-(4-bromo-2-oxopyridin-1(2H)-yl)-3-phenylpropanoate). RXN SMILES: [Br:1][C:2]1[CH:7]=[CH:6][NH:5][C:4](=[O:8])[CH:3]=1.Br[CH:10]([CH2:16][C:17]1[CH:22]=[CH:21][CH:20]=[CH:19][CH:18]=1)[C:11]([O:13][CH2:14][CH3:15])=[O:12].[H-].[Na+].[Br-].[Li+]>>[Br:1][C:2]1[CH:7]=[CH:6][N:5]([CH:10]([CH2:16][C:17]2[CH:18]=[CH:19][CH:20]=[CH:21][CH:22]=2)[C:11]([O:13][CH2:14][CH3:15])=[O:12])[C:4](=[O:8])[CH:3]=1 |f:2.3,4.5|. Procedure details: 544 mg (3.13 mmol) of 4-bromopyridin-2(1H)-one and 845 mg (3.3 mmol) of ethyl 2-bromo-3-phenylpropanoate (racemate) in the presence of 1.15 eq. of sodium hydride and 2.3 eq. of lithium bromide were reacted according to General Method 4C (stirred at 65° C. for 1.5 h). Yield: 572 mg (51% of theory) Reaction SMILES: [Al+3:18].[Cl-:17].[Cl-:19].[Cl-:20].[Cl:12][CH2:13][C:14](=[O:15])[Cl:16].[Cl:22][CH2:23][Cl:24].[OH2:21].[s:1]1[cH:2][cH:3][c:4]2[c:5]1[C:6](=[O:11])[NH:7][CH2:8][CH2:9][CH2:10]2>>[s:1]1[c:2]([C:14]([CH2:13][Cl:12])=[O:15])[cH:3][c:4]2[c:5]1[C:6](=[O:11])[NH:7][CH2:8][CH2:9][CH2:10]2. Starting materials: [Al+3], [Cl-], [Cl-], [Cl-], O=C(Cl)CCl, ClCCl, O, O=C1NCCCc2ccsc21. The product is O=C(CCl)c1cc2c(s1)C(=O)NCCC2. Reaction SMILES: [NH2:1][C:2]1[CH:7]=[CH:6][CH:5]=[CH:4][N:3]=1.[ClH:8].[Br-:9].[K+].ClCl>O>[NH2:1][C:2]1[C:7]([Br:9])=[CH:6][C:5]([Cl:8])=[CH:4][N:3]=1 |f:2.3|. Isolated yield 90.0%. Run at time 30 minute. Run in O (water). The product is 74, NC1=NC=C(C=C1Br)Cl (2-amino-3-bromo-5-chloropyridine). Reported procedure: To produce 2-amino-3-bromo-5-chloropyridine, 30 parts of chlorine are introduced in the course of 50 minutes, with slight cooling, into a solution of 37.6 parts of 2-aminopyridine in 160 parts of concentrated hydrochloric acid (36%). A solution of 53 parts of potassium bromide in 50 parts of water is then added, and a further 30 parts of chlorine are introduced within one hour at a temperature of about 35° C., whereby finally a light-yellow precipitate occurs. The mixture obtained is stirred for... Reactants: 37.6, NC1=NC=CC=C1 (2-aminopyridine), Cl (hydrochloric acid), 53, [Br-].[K+] (potassium bromide), ClCl (chlorine).